Dataset: the Open Reaction Database (ORD), a public repository of structured organic reaction records. Task: describe an organic reaction: reactants, conditions, products, and yield Reactants: [Cl-].[NH4+] (ammonium chloride), C(#N)C1=NC=CC=C1 (2-cyanopyridine), O1CCCC1 (tetrahydrofuran), BrBr (bromine), solution, [Mg] (magnesium), BrBr (bromine), O1CCCC1 (tetrahydrofuran), CC1=C(OCC2=C(C=CC=C2)Br)C=CC=C1 (2-[(2-methylphenoxy)-methyl]-1-bromo-benzene), O1CCCC1 (tetrahydrofuran). The solvent is O (water). Reaction conditions: temperature -20 celsius, time 1 hour. Product: CC1=C(OCC2=C(C(=O)C3=NC=CC=C3)C=CC=C2)C=CC=C1 (2-[2-(2-methylphenoxymethyl)-benzoyl]-pyridine). The yield is 36.0%. As a reaction SMILES: [CH3:1][C:2]1[CH:16]=[CH:15][CH:14]=[CH:13][C:3]=1[O:4][CH2:5][C:6]1[CH:11]=[CH:10][CH:9]=[CH:8][C:7]=1Br.[Mg].BrBr.[C:20]([C:22]1[CH:27]=[CH:26][CH:25]=[CH:24][N:23]=1)#N.[Cl-].[NH4+].[O:30]1CCCC1>O>[CH3:1][C:2]1[CH:16]=[CH:15][CH:14]=[CH:13][C:3]=1[O:4][CH2:5][C:6]1[CH:11]=[CH:10][CH:9]=[CH:8][C:7]=1[C:20]([C:22]1[CH:27]=[CH:26][CH:25]=[CH:24][N:23]=1)=[O:30] |f:4.5|. Procedure: 10 g (0.036 mol) of 2-[(2-methylphenoxy)-methyl]-1-bromo-benzene (EP-A 525 516, page 113) are dissolved in 40 ml of tetrahydrofuran. 3 g of this solution are added to 0.88 g (0.036 mol) of magnesium turnings. After the addition of a drop of bromine, the mixture is heated. Once the reaction has set in, the remainder of the bromine compound dissolved in tetrahydrofuran is added and the mixture is heated under reflux for one hour. At −20° C., 3.76 g (0.036 mol) of 2-cyanopyridine dissolved in 10 ml...